From a dataset of the Open Reaction Database (ORD), a public repository of structured organic reaction records. describe an organic reaction: reactants, conditions, products, and yield Reactants: C(C)NC1=C(C=C(C(=C1)OC)OC)[C@H]1CC=2C=CC(=CC2CC1)OC(C(C)(C)C)=O (pivalic acid (R)-6-(2-ethylamino-4,5-dimethoxyphenyl)-5,6,7,8-tetrahydronaphthalen-2-yl ester), C(C)(C)(C)OC(=O)N1CCC(CC1)OC1=C(C=C(C=C1)C=O)F (4-(2-fluoro-4-formylphenoxy)piperidine-1-carboxylic acid tert-butyl ester). Product: C(C)N(C1=C(C=C(C(=C1)OC)OC)[C@H]1CC=2C=CC(=CC2CC1)O)CC1=CC(=C(C=C1)OC1CCNCC1)F ((R)-6-{2-{Ethyl[3-fluoro-4-(piperidin-4-yloxy)benzyl]amino}-4,5-dimethoxyphenyl}-5,6,7,8-tetrahydronaphthalen-2-ol). Isolated yield 29.6%. Reaction SMILES: [CH2:1]([NH:3][C:4]1[CH:9]=[C:8]([O:10][CH3:11])[C:7]([O:12][CH3:13])=[CH:6][C:5]=1[C@@H:14]1[CH2:23][CH2:22][C:21]2[CH:20]=[C:19]([O:24]C(=O)C(C)(C)C)[CH:18]=[CH:17][C:16]=2[CH2:15]1)[CH3:2].C(OC([N:38]1[CH2:43][CH2:42][CH:41]([O:44][C:45]2[CH:50]=[CH:49][C:48]([CH:51]=O)=[CH:47][C:46]=2[F:53])[CH2:40][CH2:39]1)=O)(C)(C)C>>[CH2:1]([N:3]([CH2:51][C:48]1[CH:49]=[CH:50][C:45]([O:44][CH:41]2[CH2:40][CH2:39][NH:38][CH2:43][CH2:42]2)=[C:46]([F:53])[CH:47]=1)[C:4]1[CH:9]=[C:8]([O:10][CH3:11])[C:7]([O:12][CH3:13])=[CH:6][C:5]=1[C@@H:14]1[CH2:23][CH2:22][C:21]2[CH:20]=[C:19]([OH:24])[CH:18]=[CH:17][C:16]=2[CH2:15]1)[CH3:2]. Procedure: Synthesized from pivalic acid (R)-6-(2-ethylamino-4,5-dimethoxyphenyl)-5,6,7,8-tetrahydronaphthalen-2-yl ester (20 mg) and 4-(2-fluoro-4-formylphenoxy)piperidine-1-carboxylic acid tert-butyl ester (75 mg) according to an analogous synthetic method to Example 238 and purified by LC-MS, the title compound (7.7 mg) was obtained. Starting materials: Cl.C(C)N(CC)CCCl (diethylamino ethyl chloride hydrochloride), CC1=NC=2C(C(CC3C(C(N=CC23)(C)C)=O)=O)=N1 (2,7,7-trimethyl-5H,7H-imidazo[4,5-h]isoquinoline-4,6-dione), C([O-])([O-])=O.[K+].[K+] (potassium carbonate). Solvent: CN(C=O)C (dimethylformamide). Yields the product Cl.CC1=NC=2C(C(C(C3C(C(N=CC23)(C)C)=O)CCN(CC)CC)=O)=N1 (2,7,7-Trimethyl-5-(2-diethylamino-ethyl)-5H,7H-imidazo[4,5-h]isoquinoline-4,6-dione hydrochloride). As a reaction SMILES: [CH3:1][C:2]1[N:18]=[C:5]2[C:6](=[O:17])[CH2:7][CH:8]3[C:13]([CH:12]=[N:11][C:10]([CH3:15])([CH3:14])[C:9]3=[O:16])=[C:4]2[N:3]=1.Cl.[CH2:20]([N:22]([CH2:25][CH2:26][Cl:27])[CH2:23][CH3:24])[CH3:21].C(=O)([O-])[O-].[K+].[K+]>CN(C)C=O>[ClH:27].[CH3:1][C:2]1[N:18]=[C:5]2[C:6](=[O:17])[CH:7]([CH2:21][CH2:20][N:22]([CH2:25][CH3:26])[CH2:23][CH3:24])[CH:8]3[C:13]([CH:12]=[N:11][C:10]([CH3:14])([CH3:15])[C:9]3=[O:16])=[C:4]2[N:3]=1 |f:1.2,3.4.5,7.8|. Procedure: 4.2 gm of 2,7,7-trimethyl-5H,7H-imidazo[4,5-h]isoquinoline-4,6-dione were dissolved in 100 ml of dimethylformamide, and the solution was admixed with 3.4 gm of diethylamino ethyl chloride hydrochloride and 4.1 gm of potassium carbonate. The mixture was refluxed for 8 hours, the solvent was distilled off in vacuo, the residue was admixed with water and extracted with chloroform. The chloroform phase was evaporated and the residue was purified on a silicagel column (eluant: chloroform/acetone 19:1... Starting materials: NC1=NC=CC(=C1)C#N (2-Amino-4-cyanopyridine), C(O)([O-])=O.[Na+] (sodium hydrogen carbonate), ClN1C(CCC1=O)=O (N-chlorosuccinimide). Run in CN(C)C=O (DMF). Reaction conditions: temperature 50 celsius, time 1 hour. Product: NC1=NC=C(C(=C1)C#N)Cl (2-amino-5-chloro-4-cyanopyridine), NC1=NC=CC(=C1Cl)C#N (2-amino-3-chloro-4-cyanopyridine). Isolated yield 2.0%. Reaction SMILES: [NH2:1][C:2]1[CH:7]=[C:6]([C:8]#[N:9])[CH:5]=[CH:4][N:3]=1.[Cl:10]N1C(=O)CCC1=O.C(=O)([O-])O.[Na+]>CN(C=O)C>[NH2:1][C:2]1[CH:7]=[C:6]([C:8]#[N:9])[C:5]([Cl:10])=[CH:4][N:3]=1.[NH2:1][C:2]1[C:7]([Cl:10])=[C:6]([C:8]#[N:9])[CH:5]=[CH:4][N:3]=1 |f:2.3|. Procedure: 2-Amino-4-cyanopyridine (8.00 g, 67.2 mmol) was dissolved in DMF (40 mL), and the solution was stirred at 50° C. for 1 hour after adding N-chlorosuccinimide (8.97 g, 67.2 mmol). After the reaction was completed, a sodium hydrogen carbonate aqueous solution was added under ice-cooled condition, and the precipitated solid was collected by filteration. The resulting solid was purified by silica gel column chromatography (chloroform/methanol=95/5→90/10, heptane/ethyl acetate=65/35→50/50) to give 2-a... The reactants are CC(C)(C)c1ccc(O)c(C(=O)O)c1, ClCCl, CC(=O)OC(C)=O, c1ccncc1. Yields the product CC(=O)Oc1ccc(C(C)(C)C)cc1C(=O)O. Reaction SMILES: [C:14]([CH3:15])([CH3:16])([CH3:17])[c:18]1[cH:19][cH:20][c:21]([OH:27])[c:22]([C:23](=[O:24])[OH:25])[cH:26]1.[CH2:28]([Cl:29])[Cl:30].[CH3:7][C:8](=[O:9])[O:10][C:11](=[O:12])[CH3:13].[cH:1]1[cH:2][cH:3][n:4][cH:5][cH:6]1>>[CH3:7][C:8](=[O:9])[O:27][c:21]1[cH:20][cH:19][c:18]([C:14]([CH3:15])([CH3:16])[CH3:17])[cH:26][c:22]1[C:23](=[O:24])[OH:25]. The reactants are CC1(C(C(CC1)(C)C)O)C (2,2,5,5-Tetramethyl-1-cyclopentanol), [N+](=O)([O-])C(=C)C (2-nitropropene), [H-].[Na+] (Sodium hydride), solution, C1COCCOCCOCCOCCOCCO1 (18-crown-6-ether). Solvent: O1CCCC1 (tetrahydrofuran), O1CCCC1 (tetrahydrofuran), C(C)#N (acetonitrile). Reaction conditions: time 1 hour. The product is [N+](=O)([O-])C(COC1C(CCC1(C)C)(C)C)(C)C (1-(2-nitro-2-methylpropoxy)-2,2,5,5-tetramethylcyclopentane). Reaction SMILES: [CH3:1][C:2]1([CH3:10])[CH2:6][CH2:5][C:4]([CH3:8])([CH3:7])[CH:3]1[OH:9].[H-].[Na+].[CH2:13]1OCCOCCOCCOCCOCCOC1.[N+:31]([C:34]([CH3:36])=[CH2:35])([O-:33])=[O:32]>C(#N)C.O1CCCC1>[N+:31]([C:34]([CH3:13])([CH3:36])[CH2:35][O:9][CH:3]1[C:4]([CH3:8])([CH3:7])[CH2:5][CH2:6][C:2]1([CH3:10])[CH3:1])([O-:33])=[O:32] |f:1.2|. Reported procedure: 2,2,5,5-Tetramethyl-1-cyclopentanol is added to a dry flask under argon at 0° C. Dry tetrahydrofuran was added with a syringe. Sodium hydride (60% dispersion in oil) is added quickly in one portion and the contents of the flask are stirred for one hour at room temperature. A 10 mM solution of 18-crown-6-ether in acetonitrile is added with a syringe and the flask cooled to 0° C. A tetrahydrofuran solution of 2-nitropropene is added with vigorous stirring over a 10 minute period. After completion ... Starting materials: CC(C)(C)N1CC(O)C1, Cl, [K+], Nc1ccc(O)cc1, [OH-]. Product: CC(C)(C)NCC(O)COc1ccc(N)cc1. RXN SMILES: [C:9]([CH3:10])([CH3:11])([CH3:12])[N:13]1[CH2:14][CH:15]([OH:17])[CH2:16]1.[ClH:20].[K+:19].[NH2:1][c:2]1[cH:3][cH:4][c:5]([OH:8])[cH:6][cH:7]1.[OH-:18]>>[NH2:1][c:2]1[cH:3][cH:4][c:5]([O:8][CH2:16][CH:15]([CH2:14][NH:13][C:9]([CH3:10])([CH3:11])[CH3:12])[OH:17])[cH:6][cH:7]1. Starting materials: O=C([O-])[O-], CN(C)C=O, O=c1[nH]c2cc(Cl)cnc2s1, COC(=O)CCl, [K+], [K+], O. Product: COC(=O)Cn1c(=O)sc2ncc(Cl)cc21. RXN SMILES: [C:7](=[O:8])([O-:9])[O-:10].[CH3:25][N:26]([CH3:27])[CH:28]=[O:29].[Cl:13][c:14]1[cH:15][c:16]2[c:17]([n:18][cH:19]1)[s:20][c:21](=[O:23])[nH:22]2.[Cl:1][CH2:2][C:3](=[O:4])[O:5][CH3:6].[K+:11].[K+:12].[OH2:24]>>[CH2:2]([C:3](=[O:4])[O:5][CH3:6])[n:22]1[c:16]2[cH:15][c:14]([Cl:13])[cH:19][n:18][c:17]2[s:20][c:21]1=[O:23]. The reactants are ClC1=CC(=C(C=C1Cl)NC1=NC=NC2=CC(=C(C=C12)N)OCCOCC)F (N4-(4,5-dichloro-2-fluoro-phenyl)-7-[2-ethoxy-ethoxy]-quinazoline-4,6-diamine), ClC1=CC(=C(C=C1Cl)NC1=NC=NC2=CC(=C(C=C12)[N+](=O)[O-])OCCOCCOCCOCCO)F (2-{2-[2-(2-[4-(4,5-Dichloro-2-fluoro-phenylamino)-6-nitro-quinazoline-7-yloxy]-ethoxy]-ethoxy}-ethoxy)-ethanol). Yields the product ClC1=CC(=C(C=C1Cl)NC1=NC(=NC2=CC=C(C=C12)N)OCCOCCOCCOCC)F (N4-(4,5-Dichloro-2-fluoro-phenyl)-(2-{2-[2-(2-ethoxy)-ethoxy]-ethoxy}-ethoxy)-quinazoline-4,6-diamine). As a reaction SMILES: [Cl:1][C:2]1[C:7]([Cl:8])=[CH:6][C:5]([NH:9][C:10]2[C:19]3[C:14](=[CH:15][C:16](OCCOCC)=[C:17]([NH2:20])[CH:18]=3)[N:13]=[CH:12][N:11]=2)=[C:4]([F:27])[CH:3]=1.ClC1C(Cl)=CC(NC2C3C(=[CH:42][C:43]([O:50][CH2:51][CH2:52][O:53][CH2:54][CH2:55][O:56][CH2:57][CH2:58][O:59]CCO)=C([N+]([O-])=O)C=3)N=CN=2)=C(F)C=1>>[Cl:1][C:2]1[C:7]([Cl:8])=[CH:6][C:5]([NH:9][C:10]2[C:19]3[C:14](=[CH:15][CH:16]=[C:17]([NH2:20])[CH:18]=3)[N:13]=[C:12]([O:59][CH2:58][CH2:57][O:56][CH2:55][CH2:54][O:53][CH2:52][CH2:51][O:50][CH2:43][CH3:42])[N:11]=2)=[C:4]([F:27])[CH:3]=1. Procedure: Compound 41b is prepared as described hereinabove for Compound 41a, using Compound 29b a starting material. Starting materials: CCCCOc1c(-c2cccc3sc(C(C)=O)cc23)cc(C(C)C)cc1C(C)C, CCOC(=O)CP(=O)(OCC)OCC, [H-], [Na+], CN(C)C=O, O. The product is CCCCOc1c(-c2cccc3sc(C(C)=CC(=O)OCC)cc23)cc(C(C)C)cc1C(C)C. As a reaction SMILES: [C:17]([CH3:18])(=[O:19])[c:20]1[cH:21][c:22]2[c:23]([s:24]1)[cH:25][cH:26][cH:27][c:28]2-[c:29]1[c:30]([O:41][CH2:42][CH2:43][CH2:44][CH3:45])[c:31]([CH:38]([CH3:39])[CH3:40])[cH:32][c:33]([CH:35]([CH3:36])[CH3:37])[cH:34]1.[CH3:3][CH2:4][O:5][C:6](=[O:7])[CH2:8][P:9]([O:10][CH2:11][CH3:12])([O:13][CH2:14][CH3:15])=[O:16].[H-:2].[Na+:1].[O:47]=[CH:48][N:49]([CH3:50])[CH3:51].[OH2:46]>>[CH3:3][CH2:4][O:5][C:6](=[O:7])[CH:8]=[C:17]([CH3:18])[c:20]1[cH:21][c:22]2[c:23]([s:24]1)[cH:25][cH:26][cH:27][c:28]2-[c:29]1[c:30]([O:41][CH2:42][CH2:43][CH2:44][CH3:45])[c:31]([CH:38]([CH3:39])[CH3:40])[cH:32][c:33]([CH:35]([CH3:36])[CH3:37])[cH:34]1.